From a dataset of the Open Reaction Database (ORD), a public repository of structured organic reaction records. describe an organic reaction: reactants, conditions, products, and yield The reactants are C(C)(=O)C=1C=C(NC1)\C=C\1/C(NC2=CC=C(C(=C12)C#C[C@H]1NC[C@@H](C1)O)F)=O ((Z)-3-[(4-Acetyl-1H-pyrrol-2-yl)methylene]-1,3-dihydro-5-fluoro-4-[(2S,4R)-(4-hydroxy-pyrrolidin-2-yl)ethynyl]-2H-indol-2-one), Cl (HCl), C1CCOC1 (THF), CCCCC (pentane). The solvent is CN(C)C=O.O1CCOCC1 (DMF dioxane). The product is Cl.C(C)(=O)C=1C=C(NC1)\C=C\1/C(NC2=CC=C(C(=C12)C#C[C@H]1NC[C@@H](C1)O)F)=O ((Z)-3-[(4-Acetyl-1H-pyrrol-2-yl)methylene]-1,3-dihydro-5-fluoro-4-[(2S,4R)-(4-hydroxy-pyrrolidin-2-yl)ethynyl]-2H-indol-2-one hydrochloride salt). As a reaction SMILES: [C:1]([C:4]1[CH:5]=[C:6](/[CH:9]=[C:10]2\[C:11](=[O:28])[NH:12][C:13]3[C:18]\2=[C:17]([C:19]#[C:20][C@@H:21]2[CH2:25][C@@H:24]([OH:26])[CH2:23][NH:22]2)[C:16]([F:27])=[CH:15][CH:14]=3)[NH:7][CH:8]=1)(=[O:3])[CH3:2].[ClH:29].C1COCC1.CCCCC>CN(C=O)C.O1CCOCC1>[ClH:29].[C:1]([C:4]1[CH:5]=[C:6](/[CH:9]=[C:10]2\[C:11](=[O:28])[NH:12][C:13]3[C:18]\2=[C:17]([C:19]#[C:20][C@@H:21]2[CH2:25][C@@H:24]([OH:26])[CH2:23][NH:22]2)[C:16]([F:27])=[CH:15][CH:14]=3)[NH:7][CH:8]=1)(=[O:3])[CH3:2] |f:4.5,6.7|. Reported procedure: A solution of (Z)-3-[(4-Acetyl-1H-pyrrol-2-yl)methylene]-1,3-dihydro-5-fluoro-4-[(2S,4R)-(4-hydroxy-pyrrolidin-2-yl)ethynyl]-2H-indol-2-one (20 mg, 0.06 mmol) (Example 111 above) in a mixture of DMF/dioxane (2/7 mL respectively) was treated with aqueous HCl under vigorous stirring. (Z)-3-[(4-Acetyl-1H-pyrrol-2-yl)methylene]-1,3-dihydro-5-fluoro-4-[(2S,4R)-(4-hydroxy-pyrrolidin-2-yl)ethynyl]-2H-indol-2-one hydrochloride salt was obtained after lyophilization and treatment with THF and pentane. (Y... The reactants are CC(=O)O[BH-](OC(C)=O)OC(C)=O, ClCCl, N#CC1CCNCC1, [Na+], CC(C)(C)OC(=O)NCC=O. Product: CC(C)(C)OC(=O)NCCN1CCC(C#N)CC1. As a reaction SMILES: [C:20]([O:21][BH-:22]([O:23][C:24](=[O:25])[CH3:26])[O:27][C:28](=[O:29])[CH3:30])(=[O:31])[CH3:32].[Cl:34][CH2:35][Cl:36].[NH:1]1[CH2:2][CH2:3][CH:4]([C:7]#[N:8])[CH2:5][CH2:6]1.[Na+:33].[O:9]=[CH:10][CH2:11][NH:12][C:13]([O:14][C:15]([CH3:16])([CH3:17])[CH3:18])=[O:19]>>[N:1]1([CH2:10][CH2:11][NH:12][C:13]([O:14][C:15]([CH3:16])([CH3:17])[CH3:18])=[O:19])[CH2:2][CH2:3][CH:4]([C:7]#[N:8])[CH2:5][CH2:6]1. As a reaction SMILES: CC1(C)C(=O)N(CC2C=CC=CC=2Cl)OC1.C1C=C(C(F)(F)F)C=C(OC2N=CC=CC=2C([NH:32][C:33]2[CH:34]=[CH:35][C:36](F)=[CH:37][C:38]=2F)=O)C=1.C1[N:50]([C:51]2[CH:56]=C(C(F)(F)F)C=C[CH:52]=2)[C:48](=[O:49])C(Cl)C1CCl.C1C=CC(C2N(C3C=CC(Cl)=C(COCC(F)(F)C(F)(F)F)C=3)N=C(C(N)=O)N=2)=CC=1.CN1C=C(C2C=CC=C(C(F)(F)F)C=2)C(=O)C(C2C=CC=CC=2)=C1.N1C=CC(C([O-])=O)=N1.C[S:128](C1C=CC(C(C2C(=O)CCCC2=O)=O)=C(Cl)C=1)(=[O:130])=[O:129]>>[CH3:52][CH:51]([N:50]1[S:128](=[O:130])(=[O:129])[NH:32][C:33]2[C:38](=[CH:37][CH:36]=[CH:35][CH:34]=2)[C:48]1=[O:49])[CH3:56]. Reactants: CN1C=C(C(=O)C(=C1)C2=CC(=CC=C2)C(F)(F)F)C3=CC=CC=C3 (fluridone), CC1(CON(C1=O)CC=2C=CC=CC2Cl)C (clomazone), C1=CC=C(C=C1)C2=NC(=NN2C3=CC(=C(C=C3)Cl)COCC(C(F)(F)F)(F)F)C(=O)N (flupoxam), CS(=O)(=O)C=1C=CC(=C(C1)Cl)C(=O)C2C(=O)CCCC2=O (sulcotrione), C=1C=C(C=C(C1)OC2=C(C=CC=N2)C(=O)NC=3C=CC(=CC3F)F)C(F)(F)F (diflufenican), C1C(C(C(=O)N1C2=CC=CC(=C2)C(F)(F)F)Cl)CCl (fluorochloridone), N1N=C(C=C1)C(=O)[O-] (pyrazolate). Product: CC(C)N1C(=O)C2=CC=CC=C2NS1(=O)=O (bentazone). Procedure: clomazone (dimethazone), diflufenican, fluorochloridone, flupoxam, fluridone, pyrazolate, sulcotrione (chlormesulone) Reactants: CCO, Oc1cccc(Cl)n1, NCc1ccccc1. The product is Oc1cccc(NCc2ccccc2)n1. As a reaction SMILES: [CH3:17][CH2:18][OH:19].[Cl:1][c:2]1[cH:3][cH:4][cH:5][c:6]([OH:8])[n:7]1.[NH2:9][CH2:10][c:11]1[cH:12][cH:13][cH:14][cH:15][cH:16]1>>[c:2]1([NH:9][CH2:10][c:11]2[cH:12][cH:13][cH:14][cH:15][cH:16]2)[cH:3][cH:4][cH:5][c:6]([OH:8])[n:7]1. Reactants: O=C1CCC1, CC(=O)O[BH-](OC(C)=O)OC(C)=O, CC(C)(C)OC(=O)NCC1CCN(c2ccc(N)cc2F)C1. Product: CC(C)(C)OC(=O)NCC1CCN(c2ccc(NC3CCC3)cc2F)C1. Reaction SMILES: [C:23]1(=[O:27])[CH2:24][CH2:25][CH2:26]1.[C:28]([O:29][BH-:30]([O:31][C:32](=[O:33])[CH3:34])[O:35][C:36](=[O:37])[CH3:38])(=[O:39])[CH3:40].[NH2:1][c:2]1[cH:3][c:4]([F:22])[c:5]([N:8]2[CH2:9][CH:10]([CH2:13][NH:14][C:15]([O:16][C:17]([CH3:18])([CH3:19])[CH3:20])=[O:21])[CH2:11][CH2:12]2)[cH:6][cH:7]1>>[NH:1]([c:2]1[cH:3][c:4]([F:22])[c:5]([N:8]2[CH2:9][CH:10]([CH2:13][NH:14][C:15]([O:16][C:17]([CH3:18])([CH3:19])[CH3:20])=[O:21])[CH2:11][CH2:12]2)[cH:6][cH:7]1)[CH:23]1[CH2:24][CH2:25][CH2:26]1. Starting materials: BrB(Br)Br, COCCNc1nonc1-c1noc(=O)n1-c1ccc(F)c(Br)c1, O=C([O-])O, CCCCCCC, ClCCl, [Na+]. The product is O=c1onc(-c2nonc2NCCO)n1-c1ccc(F)c(Br)c1. Reaction SMILES: [B:25]([Br:26])([Br:27])[Br:28].[Br:1][c:2]1[cH:3][c:4](-[n:9]2[c:10](-[c:15]3[n:16][o:17][n:18][c:19]3[NH:20][CH2:21][CH2:22][O:23][CH3:24])[n:11][o:12][c:13]2=[O:14])[cH:5][cH:6][c:7]1[F:8].[C:29](=[O:30])([OH:31])[O-:32].[CH3:34][CH2:35][CH2:36][CH2:37][CH2:38][CH2:39][CH3:40].[Cl:41][CH2:42][Cl:43].[Na+:33]>>[Br:1][c:2]1[cH:3][c:4](-[n:9]2[c:10](-[c:15]3[n:16][o:17][n:18][c:19]3[NH:20][CH2:21][CH2:22][OH:23])[n:11][o:12][c:13]2=[O:14])[cH:5][cH:6][c:7]1[F:8]. The reactants are Fc1ccc(CBr)cc1, O=C1CCCc2[nH]c3c(F)cccc3c21, CN(C)C=O. The product is O=C1CCCc2c1c1cccc(F)c1n2Cc1ccc(F)cc1. RXN SMILES: [F:16][c:17]1[cH:18][cH:19][c:20]([CH2:21][Br:22])[cH:23][cH:24]1.[F:1][c:2]1[cH:3][cH:4][cH:5][c:6]2[c:7]3[c:12]([nH:13][c:14]12)[CH2:11][CH2:10][CH2:9][C:8]3=[O:15].[O:25]=[CH:26][N:27]([CH3:28])[CH3:29]>>[F:1][c:2]1[cH:3][cH:4][cH:5][c:6]2[c:7]3[c:12]([n:13]([CH2:21][c:20]4[cH:19][cH:18][c:17]([F:16])[cH:24][cH:23]4)[c:14]12)[CH2:11][CH2:10][CH2:9][C:8]3=[O:15]. Reactants: ClC=1C(=NC=C(C1)C(F)(F)F)N[C@@H]1[C@H](CCC1)NC(=O)C1=NC=CC=C1N1N=CC=N1 (N-[(1S,2S)-2-{[3-Chloro-5-(trifluoromethyl)pyridin-2-yl]amino}cyclopentyl]-3-(2H-1,2,3-triazol-2-yl)pyridine-2-carboxamide), N=1N(N=CC1)C=1C(=NC=CC1)C(=O)O (3-(2H-1,2,3-triazol-2-yl)pyridine-2-carboxylic acid), Cl.C(C)C=1C(=NC=C(N1)C(F)(F)F)N[C@@H]1[C@H](CCC1)N ((1S,2S)-1-N-[3-ethyl-5-(trifluoromethyl)pyrazin-2-yl]cyclopentane-1,2-diamine hydrochloride), Cl.C(C)C=1C(=NC=C(N1)C(F)(F)F)N[C@@H]1[C@H](CCC1)N ((1S,2S)-1-N-[3-ethyl-5-(trifluoromethyl)pyrazin-2-yl]cyclopentane-1,2-diamine hydrochloride). Product: C(C)C=1C(=NC=C(N1)C(F)(F)F)N[C@@H]1[C@H](CCC1)NC(=O)C1=NC=CC=C1N1N=CC=N1 (N-[(1S,2S)-2-{[3-Ethyl-5-(trifluoromethyl)pyrazin-2-yl]amino}cyclopentyl]-3-(2H-1,2,3-triazol-2-yl)pyridine-2-carboxamide). RXN SMILES: ClC1C(N[C@H]2CCC[C@@H]2N[C:19]([C:21]2[C:26]([N:27]3[N:31]=[CH:30][CH:29]=[N:28]3)=[CH:25][CH:24]=[CH:23][N:22]=2)=[O:20])=NC=C(C(F)(F)F)C=1.Cl.[CH2:33]([C:35]1[C:36]([NH:45][C@H:46]2[CH2:50][CH2:49][CH2:48][C@@H:47]2[NH2:51])=[N:37][CH:38]=[C:39]([C:41]([F:44])([F:43])[F:42])[N:40]=1)[CH3:34].N1N(C2C(C(O)=O)=NC=CC=2)N=CC=1>>[CH2:33]([C:35]1[C:36]([NH:45][C@H:46]2[CH2:50][CH2:49][CH2:48][C@@H:47]2[NH:51][C:19]([C:21]2[C:26]([N:27]3[N:31]=[CH:30][CH:29]=[N:28]3)=[CH:25][CH:24]=[CH:23][N:22]=2)=[O:20])=[N:37][CH:38]=[C:39]([C:41]([F:44])([F:42])[F:43])[N:40]=1)[CH3:34] |f:1.2|. Procedure details: Prepared according to the procedure for N-[(1S,2S)-2-{ [3-chloro-5-(trifluoromethyl)pyridin-2-yl]amino}cyclopentyl]-3-(2H-1,2,3-triazol-2-yl)pyridine-2-carboxamide (Example 122) from (1S,2S)-1-N-[3-ethyl-5-(trifluoromethyl)pyrazin-2-yl]cyclopentane-1,2-diamine hydrochloride (Intermediate 41; 266 mg, 0.86 mmol) and 3-(2H-1,2,3-triazol-2-yl)pyridine-2-carboxylic acid (CAS number 1252907-86-0; 179 mg, 0.94 mmol) except this was further purified by reverse phase chromatography (C18 silica, 5-100% wa... Isolated yield 52.4%. Starting materials: Cl.C(C1=CN=CC=C1)(=O)Cl (Nicotinoyl chloride hydrochloride), C1(CC1)N(C(C)=O)[C@@H]1C[C@@H](NC2=CC=CC=C12)C (Cis-N-cyclopropyl-N-(2-methyl-1,2,3,4-tetrahydroquinolin-4-yl)-acetamide), C([O-])([O-])=O.[Na+].[Na+] (sodium carbonate). Reaction conditions: temperature 50 celsius. Reaction SMILES: Cl.[C:2](Cl)(=[O:9])[C:3]1[CH:8]=[CH:7][CH:6]=[N:5][CH:4]=1.[CH:11]1([N:14]([C@H:18]2[C:27]3[C:22](=[CH:23][CH:24]=[CH:25][CH:26]=3)[NH:21][C@@H:20]([CH3:28])[CH2:19]2)[C:15](=[O:17])[CH3:16])[CH2:13][CH2:12]1.C(=O)([O-])[O-].[Na+].[Na+]>N1C=CC=CC=1>[CH:11]1([N:14]([C@H:18]2[C:27]3[C:22](=[CH:23][CH:24]=[CH:25][CH:26]=3)[N:21]([C:2]([C:3]3[CH:4]=[N:5][CH:6]=[CH:7][CH:8]=3)=[O:9])[C@@H:20]([CH3:28])[CH2:19]2)[C:15](=[O:17])[CH3:16])[CH2:12][CH2:13]1 |f:0.1,3.4.5|. Run in N1=CC=CC=C1 (pyridine). Procedure: Nicotinoyl chloride hydrochloride (1.46 g) was added to a solution of Cis-N-cyclopropyl-N-(2-methyl-1,2,3,4-tetrahydroquinolin-4-yl)-acetamide (0.4 g) in pyridine (20 ml). The mixture was heated at 50° C. for 3 hours. After cooling, an aqueous solution of sodium carbonate was added and the mixture was extracted with ethyl acetate. The organic layer was dried over sodium sulfate, and then the solvent was removed under reduce pressure. The crude compound was crystallized in diethyl ether to give C... The product is C1(CC1)N(C(C)=O)[C@@H]1C[C@@H](N(C2=CC=CC=C12)C(=O)C=1C=NC=CC1)C (Cis-N-cyclopropyl-N-[2-methyl-1-(pyridine-3-carbonyl)-1,2,3,4-tetrahydroquinolin-4-yl]-acetamide). The reactants are C(C)OC(C=C1CCN(CC1)C(=O)OC(C)(C)C)=O (tert-butyl 4-(2-ethoxy-2-oxoethylidene)piperidine-1-carboxylate), [H-].[Na+] (Sodium hydride), CS(=O)C (dimethylsulfoxide), [I-].C[S+](=O)(C)C (Trimethylsulfoxonium iodide). The solvent is O (Water). Run at temperature 15 celsius, time 20 minute. Product: C1(CC12CCN(CC2)C(=O)OC(C)(C)C)C(=O)OCC (6-tert-butyl 1-ethyl 6-azaspiro[2.5]octane-1,6-dicarboxylate). Yield: 54.1%. As a reaction SMILES: [H-].[Na+].CS(C)=O.[I-].[CH3:8][S+](C)(C)=O.[CH2:13]([O:15][C:16](=[O:31])[CH:17]=[C:18]1[CH2:23][CH2:22][N:21]([C:24]([O:26][C:27]([CH3:30])([CH3:29])[CH3:28])=[O:25])[CH2:20][CH2:19]1)[CH3:14]>O>[CH:17]1([C:16]([O:15][CH2:13][CH3:14])=[O:31])[C:18]2([CH2:23][CH2:22][N:21]([C:24]([O:26][C:27]([CH3:30])([CH3:29])[CH3:28])=[O:25])[CH2:20][CH2:19]2)[CH2:8]1 |f:0.1,3.4|. Procedure: Sodium hydride (60% in mineral oil) (2.06 g, 85.8 mmol) was added to dimethylsulfoxide (100 mL) at 15° C., and the mixture was stirred at 15° C. for 20 min. See FIG. 6. Trimethylsulfoxonium iodide (19.0 g, 85.8 mmol) was added, and the reaction mixture was stirred for 2 h, then 165b (7.72 g, 28.7 mmol) was added and the resulting mixture was stirred at 15° C. for 50 h. Water (100 mL) was added, and the mixture was extracted with EtOAc (200 mL×3). The combined organic extracts were washed with br...